Dataset: the Open Reaction Database (ORD), a public repository of structured organic reaction records. Task: describe an organic reaction: reactants, conditions, products, and yield The reactants are O (water), C(C)(C)OC1=CC=C(OC=2C=C3C=CC(=CC3=CC2)[C@]2(NC(OC2)=O)C)C=C1 ((R)-4-[6-(4-isopropoxy-phenoxy)-naphthalen-2-yl]-4-methyl-oxazolidin-2-one), C(C)O (ethanol), [OH-].[Li+] (lithium hydroxide). Run at temperature 80 celsius, time 5 hour. Product: N[C@](CO)(C)C1=CC2=CC=C(C=C2C=C1)OC1=CC=C(C=C1)OC(C)C ((R)-2-Amino-2-[6-(4-isopropoxy-phenoxy)-naphthalen-2-yl]-propan-1-ol). As a reaction SMILES: [CH:1]([O:4][C:5]1[CH:28]=[CH:27][C:8]([O:9][C:10]2[CH:11]=[C:12]3[C:17](=[CH:18][CH:19]=2)[CH:16]=[C:15]([C@:20]2([CH3:26])[CH2:24][O:23]C(=O)[NH:21]2)[CH:14]=[CH:13]3)=[CH:7][CH:6]=1)([CH3:3])[CH3:2].C(O)C.[OH-].[Li+].O>>[NH2:21][C@@:20]([C:15]1[CH:14]=[CH:13][C:12]2[C:17](=[CH:18][CH:19]=[C:10]([O:9][C:8]3[CH:27]=[CH:28][C:5]([O:4][CH:1]([CH3:3])[CH3:2])=[CH:6][CH:7]=3)[CH:11]=2)[CH:16]=1)([CH3:26])[CH2:24][OH:23] |f:2.3|. Reported procedure: (R)-4-[6-(4-isopropoxy-phenoxy)-naphthalen-2-yl]-4-methyl-oxazolidin-2-one (1.092 g, 0.002894 mol) was dissolved in ethanol (60 mL, 1 mol), followed by 4 M lithium hydroxide in water (30 mL, 0.1 mol). The reaction mixture was then heated at 80° C. for 5 hours. LCMS indicates no SM remains with mostly DP RT=1.26 min, M+1=352. All solvent was removed under reduced pressure. The solid was triturated with DCM, and the solvent was then washed with water. Organic was dried over MgSO4, filtered and con...